This data is from the Open Reaction Database (ORD), a public repository of structured organic reaction records. The task is: describe an organic reaction: reactants, conditions, products, and yield Reactants: ClC(Cl)Cl, CC[Si](CC)(CC)OC(c1ccncc1)C(F)(F)F, [Na+], [Na+], O=C(OO)c1cccc(Cl)c1, O=S([O-])[O-]. Yields the product CC[Si](CC)(CC)OC(c1cc[n+]([O-])cc1)C(F)(F)F. As a reaction SMILES: [CH:37]([Cl:38])([Cl:39])[Cl:40].[F:1][C:2]([CH:3]([O:4][Si:5]([CH2:6][CH3:7])([CH2:8][CH3:9])[CH2:10][CH3:11])[c:12]1[cH:13][cH:14][n:15][cH:16][cH:17]1)([F:18])[F:19].[Na+:35].[Na+:36].[OH:20][O:21][C:22]([c:23]1[cH:24][c:25]([Cl:26])[cH:27][cH:28][cH:29]1)=[O:30].[S:31]([O-:32])([O-:33])=[O:34]>>[F:1][C:2]([CH:3]([O:4][Si:5]([CH2:6][CH3:7])([CH2:8][CH3:9])[CH2:10][CH3:11])[c:12]1[cH:13][cH:14][n+:15]([O-:20])[cH:16][cH:17]1)([F:18])[F:19]. Reactants: CCOC(C)=O, CCOC(C)=O, CC(C)(C)OC(=O)N1CCC(c2nc(-c3ccc(=O)n(-c4c(Cl)cccc4Cl)c3)c(-c3ccc(F)cc3Cl)s2)CC1, Cl. Yields the product O=c1ccc(-c2nc(C3CCNCC3)sc2-c2ccc(F)cc2Cl)cn1-c1c(Cl)cccc1Cl. Reaction SMILES: [C:42]([O:43][CH2:44][CH3:45])(=[O:46])[CH3:47].[CH3:49][CH2:50][O:51][C:52](=[O:53])[CH3:54].[Cl:1][c:2]1[c:3](-[c:9]2[c:10](-[c:27]3[cH:28][n:29](-[c:34]4[c:35]([Cl:41])[cH:36][cH:37][cH:38][c:39]4[Cl:40])[c:30](=[O:33])[cH:31][cH:32]3)[n:11][c:12]([CH:14]3[CH2:15][CH2:16][N:17]([C:20]([O:21][C:22]([CH3:23])([CH3:24])[CH3:25])=[O:26])[CH2:18][CH2:19]3)[s:13]2)[cH:4][cH:5][c:6]([F:8])[cH:7]1.[ClH:48]>>[Cl:1][c:2]1[c:3](-[c:9]2[c:10](-[c:27]3[cH:28][n:29](-[c:34]4[c:35]([Cl:41])[cH:36][cH:37][cH:38][c:39]4[Cl:40])[c:30](=[O:33])[cH:31][cH:32]3)[n:11][c:12]([CH:14]3[CH2:15][CH2:16][NH:17][CH2:18][CH2:19]3)[s:13]2)[cH:4][cH:5][c:6]([F:8])[cH:7]1.